From a dataset of the Open Reaction Database (ORD), a public repository of structured organic reaction records. describe an organic reaction: reactants, conditions, products, and yield The reactants are O1CCC(=CC1)C1=C(C=C(C=C1)N1C(O[C@H](C1)CNC(C)=O)=O)F ((S)-(−)-N-[[3-[4-(3,6-Dihydro-2H-pyran-4-yl)-3-fluoropheny]-2-oxo-5-oxazolidinyl]methyl]acetamide). The reagents and catalysts are [Pd] (palladium-on-carbon). Run in CO (methanol). Run at time 3 hour. Product: O1CCC(CC1)C1=C(C=C(C=C1)N1C(O[C@H](C1)CNC(C)=O)=O)F ((S)-(−)-N-[[3-[4-[Tetrahydro-2H-pyran-4-yl]-3-fluoropheny]-2-oxo-5-oxazolidinyl]methyl]acetamide). RXN SMILES: [O:1]1[CH2:6][CH:5]=[C:4]([C:7]2[CH:12]=[CH:11][C:10]([N:13]3[CH2:17][C@H:16]([CH2:18][NH:19][C:20](=[O:22])[CH3:21])[O:15][C:14]3=[O:23])=[CH:9][C:8]=2[F:24])[CH2:3][CH2:2]1>CO.[Pd]>[O:1]1[CH2:6][CH2:5][CH:4]([C:7]2[CH:12]=[CH:11][C:10]([N:13]3[CH2:17][C@H:16]([CH2:18][NH:19][C:20](=[O:22])[CH3:21])[O:15][C:14]3=[O:23])=[CH:9][C:8]=2[F:24])[CH2:3][CH2:2]1. Reported procedure: A mixture of (S)-(−)-N-[[3-[4-(3,6-dihydro-2H-pyran-4-yl)-3-fluorophenyl]-2-oxo-5-oxazolidinyl]methyl]acetamide (EXAMPLE 47, 1.00 g) and 10% palladium-on-carbon (637 mg) in methanol (60 mL) is shaken on a Parr apparatus under a hydrogen atmosphere at 40 psi for three hours, the catalyst is removed by filtration through Celite and the filtrate is concentrated under reduced pressure to give the title compound, mp 191-192° C.